Dataset: the Open Reaction Database (ORD), a public repository of structured organic reaction records. Task: describe an organic reaction: reactants, conditions, products, and yield The reactants are BrC1=CC=C(C=C1)C1=C(C(=NO1)C)C(C#C)O (1-[5-(4-bromo-phenyl)-3-methyl-isoxazol-4-yl]-prop-2-yn-1-ol), N(=[N+]=[N-])CC1=CC=CC=C1 (azidomethyl-benzene). Product: C(C1=CC=CC=C1)N1N=NC(=C1)C(O)C=1C(=NOC1C1=CC=C(C=C1)Br)C ((1-Benzyl-1H-[1,2,3]triazol-4-yl)-[5-(4-bromo-phenyl)-3-methyl-isoxazol-4-yl]-methanol). Reaction SMILES: [Br:1][C:2]1[CH:7]=[CH:6][C:5]([C:8]2[O:12][N:11]=[C:10]([CH3:13])[C:9]=2[CH:14]([OH:17])[C:15]#[CH:16])=[CH:4][CH:3]=1.[N:18]([CH2:21][C:22]1[CH:27]=[CH:26][CH:25]=[CH:24][CH:23]=1)=[N+:19]=[N-:20]>>[CH2:21]([N:18]1[CH:16]=[C:15]([CH:14]([C:9]2[C:10]([CH3:13])=[N:11][O:12][C:8]=2[C:5]2[CH:4]=[CH:3][C:2]([Br:1])=[CH:7][CH:6]=2)[OH:17])[N:20]=[N:19]1)[C:22]1[CH:27]=[CH:26][CH:25]=[CH:24][CH:23]=1. Reported procedure: Prepared according to the procedure described in Example 9, Step 2, using 1-[5-(4-bromo-phenyl)-3-methyl-isoxazol-4-yl]-prop-2-yn-1-ol and azidomethyl-benzene. The reactants are C(CC)I (Propyl iodide), C(C)OC([C@H](CC1=CC=C(C=C1)OCC1=CC=CC=C1)O)=O ((2S)-3-(4-benzyloxy-phenyl)-2-hydroxy-propionic acid ethyl ester), C(C)(=O)OCC (ethyl acetate), O (water). The reagents and catalysts are [Ag]=O (silver oxide). Solvent: CN(C)C=O (DMF). Reaction conditions: temperature 50 celsius. Product: C(C)OC([C@H](CC1=CC=C(C=C1)OCC1=CC=CC=C1)OCCC)=O ((2S)-3-(4-benzyloxy-phenyl)-2-propoxy-propionic acid ethyl ester). RXN SMILES: [CH2:1](I)[CH2:2][CH3:3].[CH2:5]([O:7][C:8](=[O:26])[C@@H:9]([OH:25])[CH2:10][C:11]1[CH:16]=[CH:15][C:14]([O:17][CH2:18][C:19]2[CH:24]=[CH:23][CH:22]=[CH:21][CH:20]=2)=[CH:13][CH:12]=1)[CH3:6].C(OCC)(=O)C.O>CN(C=O)C.[Ag]=O>[CH2:5]([O:7][C:8](=[O:26])[C@@H:9]([O:25][CH2:1][CH2:2][CH3:3])[CH2:10][C:11]1[CH:16]=[CH:15][C:14]([O:17][CH2:18][C:19]2[CH:20]=[CH:21][CH:22]=[CH:23][CH:24]=2)=[CH:13][CH:12]=1)[CH3:6]. Reported procedure: Propyl iodide (41.6 mmol) was added at room temperature to a solution of (2S)-3-(4-benzyloxy-phenyl)-2-hydroxy-propionic acid ethyl ester (Example 377, Step 2) (8.3 mmol) and silver oxide (12.45 mmol) in 40 mL of DMF. The mixture was heated at 50° C. for 24 hours. After that the mixture was cooled to room temperature, 300 ml of ethyl acetate and 200 ml of water were added. The aqueous layer was separated and the organic layer were washed with brine (3×100 ml), and then dried over (MgSO4), filter... Starting materials: ClC1=CC=C(COC=2C=C(C=O)C=CC2)C=C1 (3-(4-chlorobenzyloxy)-benzaldehyde), C1(CC1)CN (cyclopropylmethylamine), [BH4-].[Na+] (sodium borohydride). Run in C(Cl)(Cl)Cl (chloroform), CO (methanol). Run at time 1 hour. The product is ClC1=CC=C(COC=2C=C(CNCC3CC3)C=CC2)C=C1 (3-(4-chlorobenzyloxy)-N-cyclopropylmethylbenzylamine). The yield is 106.8%. As a reaction SMILES: [Cl:1][C:2]1[CH:17]=[CH:16][C:5]([CH2:6][O:7][C:8]2[CH:9]=[C:10]([CH:13]=[CH:14][CH:15]=2)[CH:11]=O)=[CH:4][CH:3]=1.[CH:18]1([CH2:21][NH2:22])[CH2:20][CH2:19]1.[BH4-].[Na+]>CO.C(Cl)(Cl)Cl>[Cl:1][C:2]1[CH:17]=[CH:16][C:5]([CH2:6][O:7][C:8]2[CH:9]=[C:10]([CH:13]=[CH:14][CH:15]=2)[CH2:11][NH:22][CH2:21][CH:18]2[CH2:20][CH2:19]2)=[CH:4][CH:3]=1 |f:2.3|. Procedure details: A solution of 62 g of 3-(4-chlorobenzyloxy)-benzaldehyde and 20 g of cyclopropylmethylamine in 750 ml of methanol was stirred at room temperature for 15 minutes. Thereto was slowly added 12 g of sodium borohydride with ice-cooling. The resulting mixture was stirred at the same temperature for 1 hour. The reaction mixture was dissolved in 1 liter of chloroform. The solution was washed with water, dried with anhydrous magnesium sulfate, and subjected to vacuum distillation to remove the solvent, w... The reactants are BrCC1CCC1, CCN(C(C)C)C(C)C, O=C(N1CC=C(c2cc3c(Nc4ccc5ncsc5c4)ncnc3[nH]2)CC1)N1CCNCC1. The product is O=C(N1CC=C(c2cc3c(Nc4ccc5ncsc5c4)ncnc3[nH]2)CC1)N1CCN(CC2CCC2)CC1. Reaction SMILES: [Br:34][CH2:35][CH:36]1[CH2:37][CH2:38][CH2:39]1.[CH:40]([N:41]([CH2:42][CH3:43])[CH:44]([CH3:45])[CH3:46])([CH3:47])[CH3:48].[s:1]1[cH:2][n:3][c:4]2[c:5]1[cH:6][c:7]([NH:10][c:11]1[c:12]3[c:13]([n:14][cH:15][n:16]1)[nH:17][c:18]([C:20]1=[CH:25][CH2:24][N:23]([C:26](=[O:27])[N:28]4[CH2:29][CH2:30][NH:31][CH2:32][CH2:33]4)[CH2:22][CH2:21]1)[cH:19]3)[cH:8][cH:9]2>>[s:1]1[cH:2][n:3][c:4]2[c:5]1[cH:6][c:7]([NH:10][c:11]1[c:12]3[c:13]([n:14][cH:15][n:16]1)[nH:17][c:18]([C:20]1=[CH:25][CH2:24][N:23]([C:26](=[O:27])[N:28]4[CH2:29][CH2:30][N:31]([CH2:35][CH:36]5[CH2:37][CH2:38][CH2:39]5)[CH2:32][CH2:33]4)[CH2:22][CH2:21]1)[cH:19]3)[cH:8][cH:9]2. Starting materials: CN(C(=O)NOCC1=CC=CC=C1)C (N,N-dimethyl-N'benzyloxyurea), [H-].[Na+] (sodium hydride), C(CC(O)(C(=O)O)CC(=O)O)(=O)O (citric acid), BrCCCCCCCC (1-bromooctane). Solvent: CN(C)C=O (DMF). Conditions: time 45 minute. The product is C(C1=CC=CC=C1)ON(C(=O)N(C)C)CCCCCCCC (N-benzyloxy-N-octyl-N',N'-dimethylurea). Yield: 81.0%. As a reaction SMILES: [CH3:1][N:2]([CH3:14])[C:3]([NH:5][O:6][CH2:7][C:8]1[CH:13]=[CH:12][CH:11]=[CH:10][CH:9]=1)=[O:4].[H-].[Na+].Br[CH2:18][CH2:19][CH2:20][CH2:21][CH2:22][CH2:23][CH2:24][CH3:25].C(O)(=O)CC(CC(O)=O)(C(O)=O)O>CN(C=O)C>[CH2:7]([O:6][N:5]([CH2:18][CH2:19][CH2:20][CH2:21][CH2:22][CH2:23][CH2:24][CH3:25])[C:3]([N:2]([CH3:14])[CH3:1])=[O:4])[C:8]1[CH:13]=[CH:12][CH:11]=[CH:10][CH:9]=1 |f:1.2|. Procedure details: To a solution of this urea (1.59 g, 8.19 mmol) in DMF (13 ml) at 50° C. under nitrogen was added sodium hydride (360 mg of a 60% dispersion in oil). The resulting solution was stirred for 45 minutes, and 1-bromooctane (1.83 ml) was added. After 16 hours, the mixture was poured into 1% aqueous citric acid (75 ml) and extracted 3 times with 1:1 hexane-ether. The combined extracts were dried (MgSO4), filtered, and evaporated. Purification by chromatography on silica provided N-benzyloxy-N-octyl-N',... Starting materials: C=1C=CC(=CC1)P(C=2C=CC=CC2)C3=CC=C4C=CC=CC4=C3C5=C6C=CC=CC6=CC=C5P(C=7C=CC=CC7)C=8C=CC=CC8 (BINAP), BrC=1C=C(C2=CC=CC=C2C1)C(=O)NC=1C=C(C=CC1F)/C=C/C(=O)OCC (Ethyl(2E)-3-(3-{[(3-bromonaphthalen-1-yl)carbonyl]amino}-4-fluoro-phenyl)prop-2-enoate), BrC=1C=C(C2=CC=CC=C2C1)C(=O)NC=1C=C(C=CC1)/C=C/C(=O)OCC (Ethyl(2E)-3-(3-{[(3-bromonaphthalen-1-yl)carbonyl]amino}-phenyl)prop-2-enoate), N1CCOCC1 (morpholine), N1CCCCC1 (piperidine), CC(C)([O-])C.[K+] (potassium tertbutoxide). Reagents/catalysts: C=1C=CC(=CC1)/C=C/C(=O)/C=C/C2=CC=CC=C2.C=1C=CC(=CC1)/C=C/C(=O)/C=C/C2=CC=CC=C2.C=1C=CC(=CC1)/C=C/C(=O)/C=C/C2=CC=CC=C2.[Pd].[Pd] (Pd2(dba)3). The solvent is O (water), CN(C)C=O (DMF). The product is N1(CCNCC1)C=1C=C(C=CC1)C=1C=C(C2=CC=CC=C2C1)C(=O)NC=1C=C(C=CC1)/C=C/C(=O)O ((2E)-3-{3[({3-[3-(piperazin-1-yl)phenyl]naphthalen-1-yl}carbonyl)amino]phenyl}prop-2-enoic acid). RXN SMILES: C1C=CC(P(C2C([C:24]3[C:33](P(C4C=CC=CC=4)C4C=CC=CC=4)=[CH:32][CH:31]=[C:30]4[C:25]=3[CH:26]=CC=C4)=C3C(C=CC=C3)=CC=2)C2C=CC=CC=2)=CC=1.Br[C:48]1[CH:49]=[C:50]([C:58]([NH:60]C2C=C(/C=C/C(OCC)=O)C=CC=2F)=[O:59])[C:51]2[C:56]([CH:57]=1)=[CH:55][CH:54]=[CH:53][CH:52]=2.BrC1C=[C:78]([C:86]([NH:88][C:89]2[CH:90]=[C:91](/C=C/C(OCC)=O)[CH:92]=[CH:93][CH:94]=2)=O)C2C(C=1)=CC=CC=2.N1[CH2:107][CH2:106][O:105]CC1.[NH:108]1[CH2:113][CH2:112]CCC1.CC(C)([O-:117])C.[K+]>O.C1C=CC(/C=C/C(/C=C/C2C=CC=CC=2)=O)=CC=1.C1C=CC(/C=C/C(/C=C/C2C=CC=CC=2)=O)=CC=1.C1C=CC(/C=C/C(/C=C/C2C=CC=CC=2)=O)=CC=1.[Pd].[Pd].CN(C=O)C>[N:88]1([C:89]2[CH:94]=[C:93]([C:48]3[CH:49]=[C:50]([C:58]([NH:60][C:33]4[CH:24]=[C:25](/[CH:26]=[CH:107]/[C:106]([OH:117])=[O:105])[CH:30]=[CH:31][CH:32]=4)=[O:59])[C:51]4[C:56]([CH:57]=3)=[CH:55][CH:54]=[CH:53][CH:52]=4)[CH:92]=[CH:91][CH:90]=2)[CH2:86][CH2:78][NH:108][CH2:113][CH2:112]1 |f:5.6,8.9.10.11.12|. Reported procedure: A Biotage Process Vial (5-20 mL) was charged with 4-7 mol % of (2,2′-Bis(diphenylphosphino)-1,1′-binaphthyl) BINAP, 1-2 mol % of Pd2(dba)3, compound 15 or 23 (1 equivalent), morpholine or piperidine (2-5 equivalents), and potassium tertbutoxide (2-4 equivalents). The vial was charged with DMF (5-10 mL) and irradiated at 100-130° C. for 1 h, using the microwave reactor Smith Synthesizer. After irradiation, the sample was cooled and diluted with water and extracted with ethyl acetate (3×50 mL). Th...